This data is from the Open Reaction Database (ORD), a public repository of structured organic reaction records. The task is: describe an organic reaction: reactants, conditions, products, and yield Reactants: Cc1ccc([Mg]Br)cc1 (effective_coupling_partner), COCOc2ccc1ccccc1c2c3c(OCOC)ccc4ccccc34 (substrate). Reagents/catalysts: c7ccc(c6cc(c1ccccc1)n(c2ccccc2NC(c3ccccc3)P(C4CCCCC4)C5CCCCC5)n6)cc7. Conditions: temperature 66 celsius, time 24 hour. The product is COCOc2ccc1ccccc1c2c4c(c3ccc(C)cc3)ccc5ccccc45. The reactants are CN(C)CC(=O)N1C2=C(C(NC3=C1C=CC=C3)=S)C=CC=N2 (6,11-dihydro-11-[(dimethylamino)acetyl]-5H-pyrido[2,3-b][1,5]benzodiazepin-5-thione), C(NN)(=O)OCC (ethyl carbazate). The product is CN(C)CC(=O)N1C2=C(C=3N(C4=C1C=CC=C4)C(NN3)=O)C=CC=N2 (2,9-dihydro-9-[(dimethyl-amino)acetyl]-3H-pyrido[3,2-c]-s-triazolo[4,3-a][1,5]-benzodiazepin-3-one). As a reaction SMILES: [CH3:1][N:2]([CH2:4][C:5]([N:7]1[C:13]2[CH:14]=[CH:15][CH:16]=[CH:17][C:12]=2[NH:11][C:10](=S)[C:9]2[CH:19]=[CH:20][CH:21]=[N:22][C:8]1=2)=[O:6])[CH3:3].[C:23](OCC)(=[O:26])[NH:24][NH2:25]>>[CH3:1][N:2]([CH2:4][C:5]([N:7]1[C:13]2[CH:14]=[CH:15][CH:16]=[CH:17][C:12]=2[N:11]2[C:23](=[O:26])[NH:24][N:25]=[C:10]2[C:9]2[CH:19]=[CH:20][CH:21]=[N:22][C:8]1=2)=[O:6])[CH3:3]. Reported procedure: A mixture of 6,11-dihydro-11-[(dimethylamino)acetyl]-5H-pyrido[2,3-b][1,5]benzodiazepin-5-thione (0.12 mole) and ethyl carbazate (1.2 mole) is heated in an oil bath preheated to 195°-205° C. using a take-off condenser (45 ml. is removed). The resulting solid is mixed with methylene chloride-water and the suspension is filtered. The filtrate is separated into layers, and the organic layer is washed with water, then brine solution and dried over anhydrous magnesium sulfate. The solvent is then eva... The reactants are C=C(C)[Mg]Br, C1CCOC1, [Cl-], [NH4+], CC(C)(C)OC(=O)N1CCC(=O)C1. The product is C=C(C)C1(O)CCN(C(=O)OC(C)(C)C)C1. Reaction SMILES: [Br:14][Mg:15][C:16](=[CH2:17])[CH3:18].[CH2:21]1[O:22][CH2:23][CH2:24][CH2:25]1.[Cl-:19].[NH4+:20].[O:1]=[C:2]1[CH2:3][N:4]([C:7](=[O:8])[O:9][C:10]([CH3:11])([CH3:12])[CH3:13])[CH2:5][CH2:6]1>>[OH:1][C:2]1([C:16](=[CH2:17])[CH3:18])[CH2:3][N:4]([C:7](=[O:8])[O:9][C:10]([CH3:11])([CH3:12])[CH3:13])[CH2:5][CH2:6]1. Starting materials: CN(C)C1=NC=CC=C1 (dimethylaminopyridine), N1=CC=CC=C1 (pyridine), CS(=O)(=O)Cl (methanesulfonyl chloride), OC1=C(OC2=C1C=CC(=C2)S(=O)(=O)C)C#N (3-hydroxy-6-methanesulfonyl-benzofuran-2-carbonitrile). Solvent: C(Cl)Cl (CH2Cl2). Product: C(#N)C=1OC2=C(C1OS(=O)(=O)C)C=CC(=C2)S(=O)(=O)C (methanesulfonic acid 2-cyano-6-methanesulfonyl-benzofuran-3-yl ester). Reaction SMILES: [OH:1][C:2]1[C:6]2[CH:7]=[CH:8][C:9]([S:11]([CH3:14])(=[O:13])=[O:12])=[CH:10][C:5]=2[O:4][C:3]=1[C:15]#[N:16].N1C=CC=CC=1.[CH3:23][S:24](Cl)(=[O:26])=[O:25].CN(C1C=CC=CN=1)C>C(Cl)Cl>[C:15]([C:3]1[O:4][C:5]2[CH:10]=[C:9]([S:11]([CH3:14])(=[O:13])=[O:12])[CH:8]=[CH:7][C:6]=2[C:2]=1[O:1][S:24]([CH3:23])(=[O:26])=[O:25])#[N:16]. Reported procedure: A suspension of 13 (3.9 g) in CH2Cl2 (200 mL) was treated with pyridine (10 mL), methanesulfonyl chloride (4 mL), and a catalytic amount of dimethylaminopyridine at 0° C., under an N2 atmosphere, for 2 h. The reaction was allowed to warm to ambient temperature overnight. The reaction was partitioned between 1:1 Et2O/hexanes and brine. The organic layer was dried (MgSO4), filtered, and evaporated. The residue was purified by chromatography (silica gel, 1:1 EtOAc/hexanes) giving 1.05 g of methanes... Starting materials: C(CS)S (ethane-1,2-dithiol), C(=O)([O-])[O-].[Na+].[Na+] (Na2CO3), B(F)(F)F (BF3), BrC=1C=CC(=C(C1)C(=O)C1=CC=C(C=C1)OCC(F)(F)F)Cl ((5-bromo-2-chlorophenyl)(4-(2,2,2-trifluoroethoxy)phenyl)methanone). The solvent is C(Cl)Cl (DCM). Reaction conditions: time 12 hour. Yields the product BrC=1C=CC(=C(C1)C1(SCCS1)C1=CC=C(C=C1)OCC(F)(F)F)Cl (2-(5-bromo-2-chlorophenyl)-2-(4-(2,2,2-trifluoroethoxy)phenyl)-1,3-dithiolane). As a reaction SMILES: [CH2:1]([SH:4])[CH2:2][SH:3].B(F)(F)F.[Br:9][C:10]1[CH:11]=[CH:12][C:13]([Cl:30])=[C:14]([C:16]([C:18]2[CH:23]=[CH:22][C:21]([O:24][CH2:25][C:26]([F:29])([F:28])[F:27])=[CH:20][CH:19]=2)=O)[CH:15]=1.C([O-])([O-])=O.[Na+].[Na+]>C(Cl)Cl>[Br:9][C:10]1[CH:11]=[CH:12][C:13]([Cl:30])=[C:14]([C:16]2([C:18]3[CH:19]=[CH:20][C:21]([O:24][CH2:25][C:26]([F:27])([F:28])[F:29])=[CH:22][CH:23]=3)[S:4][CH2:1][CH2:2][S:3]2)[CH:15]=1 |f:3.4.5|. Reported procedure: At 0° C., ethane-1,2-dithiol (3 mL) and BF3.2HOAc (4.8 mL) were added into a solution of (5-bromo-2-chlorophenyl)(4-(2,2,2-trifluoroethoxy)phenyl)methanone (5.0 g) in dry DCM. The mixture was stirred at room temperature for 12 hours. The mixture was added with saturated Na2CO3 aqueous solution and then extracted with DCM. The organic phases were combined, dried over Na2SO4, and concentrated to obtain the crude product, then the crude product was purified by silica-gel column chromatography (PE/E... The reactants are S(=S)(=O)([O-])C1=CC=C(C)C=C1.[K+] (Potassium thiotosylate), BrCCCCl (1-bromo-3-chloropropane). The solvent is CC(=O)C (acetone). Product: ClCCCSS(=O)(=O)C1=CC=C(C=C1)C (Toluene-4-thiosulfonic acid S-(3-chloropropyl)ester). RXN SMILES: [S:1]([C:5]1[CH:11]=[CH:10][C:8]([CH3:9])=[CH:7][CH:6]=1)([O-:4])(=[O:3])=[S:2].[K+].Br[CH2:14][CH2:15][CH2:16][Cl:17]>CC(C)=O>[Cl:17][CH2:16][CH2:15][CH2:14][S:2][S:1]([C:5]1[CH:11]=[CH:10][C:8]([CH3:9])=[CH:7][CH:6]=1)(=[O:4])=[O:3] |f:0.1|. Reported procedure: Potassium thiotosylate (50.0 g, 221 mmol, 1.0 eq.) and 1-bromo-3-chloropropane (38.0 g, 241 mmol, 1.09 eq.) were stirred together in acetone (1 L) at room temperature for 72 hours. The mixture was then concentrated. Next, the mixture was partitioned between dichloromethane and water. The organic solution was washed with brine (2×), dried using MgSO4, concentrated and azeotroped with toluene to produce a pale yellow oil weighing 54 g (92%). The reactants are CCO, CCOC(=O)c1ccc(NCCCc2ccc(Cl)cc2)cc1, Cl, [K+], [OH-], O. The product is O=C(O)c1ccc(NCCCc2ccc(Cl)cc2)cc1. As a reaction SMILES: [CH3:25][CH2:26][OH:27].[Cl:1][c:2]1[cH:3][cH:4][c:5]([CH2:8][CH2:9][CH2:10][NH:11][c:12]2[cH:13][cH:14][c:15]([C:16](=[O:17])[O:18][CH2:19][CH3:20])[cH:21][cH:22]2)[cH:6][cH:7]1.[ClH:28].[K+:24].[OH-:23].[OH2:29]>>[Cl:1][c:2]1[cH:3][cH:4][c:5]([CH2:8][CH2:9][CH2:10][NH:11][c:12]2[cH:13][cH:14][c:15]([C:16](=[O:17])[OH:18])[cH:21][cH:22]2)[cH:6][cH:7]1.